Dataset: the Open Reaction Database (ORD), a public repository of structured organic reaction records. Task: describe an organic reaction: reactants, conditions, products, and yield The reactants are CS(=O)(=O)O, C[N+](=O)[O-], Cc1ccc(C(=O)OC(=O)c2ccc(C)cc2)cc1. Yields the product Cc1ccc(C(=O)O)cc1. Reaction SMILES: [CH3:20][S:21]([OH:22])(=[O:23])=[O:24].[N+:25]([CH3:26])([O-:27])=[O:28].[c:1]1([CH3:19])[cH:2][cH:3][c:4]([C:7](=[O:8])[O:9][C:10]([c:11]2[cH:12][cH:13][c:14]([CH3:15])[cH:16][cH:17]2)=[O:18])[cH:5][cH:6]1>>[c:1]1([CH3:19])[cH:2][cH:3][c:4]([C:7](=[O:8])[OH:9])[cH:5][cH:6]1.